This data is from the Open Reaction Database (ORD), a public repository of structured organic reaction records. The task is: describe an organic reaction: reactants, conditions, products, and yield Reactants: [BH4-].[K+] (potassium borohydride), FC(C=1NC2=CC=CC=C2C1C=O)(F)F (2-trifluoromethyl-3-formyl-(1H)-indole), O1CCCC1 (tetrahydrofuran), O (water), O1CCCC1 (tetrahydrofuran). The solvent is CCOCC (ether). Reaction conditions: time 1 hour. The product is FC(C=1NC2=CC=CC=C2C1CO)(F)F (2-trifluoromethyl-(1H)-indol-3-yl methanol). The yield is 64.6%. RXN SMILES: [BH4-].[K+].[F:3][C:4]([F:17])([F:16])[C:5]1[NH:6][C:7]2[C:12]([C:13]=1[CH:14]=[O:15])=[CH:11][CH:10]=[CH:9][CH:8]=2.O1CCCC1.O>CCOCC>[F:17][C:4]([F:3])([F:16])[C:5]1[NH:6][C:7]2[C:12]([C:13]=1[CH2:14][OH:15])=[CH:11][CH:10]=[CH:9][CH:8]=2 |f:0.1|. Procedure: 2 g of potassium borohydride were added in small fractions at +5° C. to a solution of 4.6 g of the product of Step A, 150 ml of tetrahydrofuran and 30 ml of water and the mixture was stirred for one hour. The mixture was allowed to return to ambient temperature and the tetrahydrofuran was eliminated under reduced pressure. The resulting mixture was diluted with ether, washed with water, dried and concentrated under reduced pressure. The residue was chromatographed over silica (eluent: hexaneethy... Starting materials: Cl.NCCCC(C(C(CCC)(F)F)O)NC(C1=CC=CC=C1)=O (9-Amino-6-benzamido-5-hydroxy-4,4-diflurononane, hydrochloride), C(C1=CC=CC=C1)(=O)O (Benzoic acid). Run in Cl (HCl). The product is Cl.Cl.NCCCC(C(C(CCC)(F)F)O)N (9,6-Diamino-5-hydroxy-4,4-difluorononane, bis-hydrochloride). Yield: 198.4%. RXN SMILES: [ClH:1].[NH2:2][CH2:3][CH2:4][CH2:5][CH:6]([NH:15]C(=O)C1C=CC=CC=1)[CH:7]([OH:14])[C:8]([F:13])([F:12])[CH2:9][CH2:10][CH3:11].C(O)(=O)C1C=CC=CC=1>Cl>[ClH:1].[ClH:1].[NH2:2][CH2:3][CH2:4][CH2:5][CH:6]([NH2:15])[CH:7]([OH:14])[C:8]([F:13])([F:12])[CH2:9][CH2:10][CH3:11] |f:0.1,4.5.6|. Procedure details: Scheme B, step g (deprotection): Heat to reflux (110° C.) a solution of 9-Amino-6-benzamido-5-hydroxy-4,4-diflurononane, hydrochloride (26.85 g, 76.5 mmol) in conc aq HCl (250 mL) for 19 h. Benzoic acid crystals develop as the reaction mixture is cooled to room temperature. Remove the crystals by filtration. Extract the filtrate with diethyl ether (250 mL) and separate the layers. Treat the aqueous layer with activated carbon, heat (80° C.), filter through celite, concentrate and dry to provide ... Starting materials: C(C)(C)(C)OC(N(C1=NC(=C(C=C1)C(C1=CN(C2=NC=C(C=C21)C)[Si](C(C)C)(C(C)C)C(C)C)O)F)C=2C=NC(=CC2)OCC)=O ((6-Ethoxy-pyridin-3-yl)-{6-fluoro-5-[hydroxy-(5-methyl-1-triisopropylsilanyl-1H-pyrrolo[2,3-b]pyridin-3-yl)-methyl]-pyridin-2-yl}-carbamic acid tert-butyl ester), CC(=O)OI1(C=2C=CC=CC2C(=O)O1)(OC(=O)C)OC(=O)C (Dess-Martin periodinane). Solvent: ClCCl (dichloromethane). Reaction conditions: time 30 minute. The product is C(C)(C)(C)OC(N(C1=NC(=C(C=C1)C(=O)C1=CN(C2=NC=C(C=C21)C)[Si](C(C)C)(C(C)C)C(C)C)F)C=2C=NC(=CC2)OCC)=O ((6-ethoxy-pyridin-3-yl)-[6-fluoro-5-(5-methyl-1-triisopropylsilanyl-1H-pyrrolo[2,3-b]pyridine-3-carbonyl)-pyridin-2-yl]-carbamic acid tert-butyl ester). Yield: 50.1%. RXN SMILES: [C:1]([O:5][C:6](=[O:46])[N:7]([C:37]1[CH:38]=[N:39][C:40]([O:43][CH2:44][CH3:45])=[CH:41][CH:42]=1)[C:8]1[CH:13]=[CH:12][C:11]([CH:14]([OH:35])[C:15]2[C:23]3[C:18](=[N:19][CH:20]=[C:21]([CH3:24])[CH:22]=3)[N:17]([Si:25]([CH:32]([CH3:34])[CH3:33])([CH:29]([CH3:31])[CH3:30])[CH:26]([CH3:28])[CH3:27])[CH:16]=2)=[C:10]([F:36])[N:9]=1)([CH3:4])([CH3:3])[CH3:2].CC(OI1(OC(C)=O)(OC(C)=O)OC(=O)C2C=CC=CC1=2)=O>ClCCl>[C:1]([O:5][C:6](=[O:46])[N:7]([C:37]1[CH:38]=[N:39][C:40]([O:43][CH2:44][CH3:45])=[CH:41][CH:42]=1)[C:8]1[CH:13]=[CH:12][C:11]([C:14]([C:15]2[C:23]3[C:18](=[N:19][CH:20]=[C:21]([CH3:24])[CH:22]=3)[N:17]([Si:25]([CH:29]([CH3:30])[CH3:31])([CH:32]([CH3:33])[CH3:34])[CH:26]([CH3:28])[CH3:27])[CH:16]=2)=[O:35])=[C:10]([F:36])[N:9]=1)([CH3:2])([CH3:4])[CH3:3]. Procedure: (6-Ethoxy-pyridin-3-yl)-{6-fluoro-5-[hydroxy-(5-methyl-1-triisopropylsilanyl-1H-pyrrolo[2,3-b]pyridin-3-yl)-methyl]-pyridin-2-yl}-carbamic acid tert-butyl ester (70, 0.400 g, 0.616 mmol) is alternatively dissolved in 11.8 mL of dichloromethane, and Dess-Martin periodinane (0.100 g, 0.236 mmol) is added. The reaction is stirred at room temperature for 30 minutes, then concentrated under vacuum. The resulting material is purified by silica gel column chromatography, eluting with 20-100% ethyl acet... Reported procedure: From (S)-6-bromo-7-(dimethoxymethyl)-2-methyl-1,2,3,4-tetrahydro-1,8-naphthyridine (intermediate 264 (enantiomer 1)), synthesized in an analogous manner to intermediate 81, the title compound was obtained as a brown solid. (UPLC-MS 6) tR 0.39; ESI-MS 349.2 [M+H]+. Product: COC(C1=NC=2N[C@H](CCC2C=C1CN1C(CN(CC1)C)=O)C)OC ((S)-1-((2-(dimethoxymethyl)-7-methyl-5,6,7,8-tetrahydro-1,8-naphthyridin-3-yl)methyl)-4-methylpiperazin-2-one). Starting materials: BrC=1C=C2CC[C@@H](NC2=NC1C(OC)OC)C ((S)-6-bromo-7-(dimethoxymethyl)-2-methyl-1,2,3,4-tetrahydro-1,8-naphthyridine), BrC=1C=C2CC[C@@H](NC2=NC1C(OC)OC)C ((S)-6-bromo-7-(dimethoxymethyl)-2-methyl-1,2,3,4-tetrahydro-1,8-naphthyridine), COC(C1=NC=2NCCCC2C=C1CN1C(CN(CC1)C)=O)OC (1-((2-(dimethoxymethyl)-5,6,7,8-tetrahydro-1,8-naphthyridin-3-yl)methyl)-4-methylpiperazin-2-one). As a reaction SMILES: Br[C:2]1[CH:3]=[C:4]2[C:9](=[N:10][C:11]=1[CH:12]([O:15][CH3:16])[O:13][CH3:14])[NH:8][C@@H:7]([CH3:17])[CH2:6][CH2:5]2.COC(OC)C1C([CH2:31][N:32]2[CH2:37][CH2:36][N:35]([CH3:38])[CH2:34][C:33]2=[O:39])=CC2CCCNC=2N=1>>[CH3:14][O:13][CH:12]([O:15][CH3:16])[C:11]1[C:2]([CH2:31][N:32]2[CH2:37][CH2:36][N:35]([CH3:38])[CH2:34][C:33]2=[O:39])=[CH:3][C:4]2[CH2:5][CH2:6][C@H:7]([CH3:17])[NH:8][C:9]=2[N:10]=1. Starting materials: OC1=CC2=C(C(C=CO2)=O)C=C1 (7-hydroxy-4H-1-benzopyran-4-one), VII, BrCCCCl (1-bromo-3-chloropropane), C([O-])([O-])=O.[K+].[K+] (potassium carbonate). The solvent is CC(=O)C (acetone). Yields the product ClCCCOC1=CC2=C(C(C=CO2)=O)C=C1 (7-(3-Chloropropoxy)-4H-1-benzopyran-4-one). As a reaction SMILES: [OH:1][C:2]1[CH:12]=[CH:11][C:5]2[C:6](=[O:10])[CH:7]=[CH:8][O:9][C:4]=2[CH:3]=1.Br[CH2:14][CH2:15][CH2:16][Cl:17].C(=O)([O-])[O-].[K+].[K+]>CC(C)=O>[Cl:17][CH2:16][CH2:15][CH2:14][O:1][C:2]1[CH:12]=[CH:11][C:5]2[C:6](=[O:10])[CH:7]=[CH:8][O:9][C:4]=2[CH:3]=1 |f:2.3.4|. Procedure: A mixture of 7-hydroxy-4H-1-benzopyran-4-one, VII (40.5 g; 0.25 mole; prepared according to G. N. Dorafeenko and V. V. Tkachenko, Chem. Heterocyclic Compounds, 1972 (8) 935), 1-bromo-3-chloropropane (78.5 g; 0.50 mole) and anhydrous potassium carbonate (49 g; 0.50 mole) in 1000 ml of acetone was heated at reflux for 16 hours. The mixture was filtered through celite and concentrated in vacuo. The thick red oil which remained was triturated with ether, upon which 57.8 g (97%) of the title compound...